This data is from the Open Reaction Database (ORD), a public repository of structured organic reaction records. The task is: describe an organic reaction: reactants, conditions, products, and yield The reactants are C=C(COC(C)=O)c1ccc(C(C)(C)C)cc1, Cn1ccnc1, Cc1ccccc1, CC(C)(C)OC(=O)C=[N+]=[N-]. Product: CC(=O)OCC1(c2ccc(C(C)(C)C)cc2)CC1C(=O)OC(C)(C)C. RXN SMILES: [C:1]([CH3:2])(=[O:3])[O:4][CH2:5][C:6](=[CH2:7])[c:8]1[cH:9][cH:10][c:11]([C:14]([CH3:15])([CH3:16])[CH3:17])[cH:12][cH:13]1.[CH3:18][n:19]1[cH:20][n:21][cH:22][cH:23]1.[CH3:34][c:35]1[cH:36][cH:37][cH:38][cH:39][cH:40]1.[N+:24](=[N-:25])=[CH:26][C:27](=[O:28])[O:29][C:30]([CH3:31])([CH3:32])[CH3:33]>>[C:1]([CH3:2])(=[O:3])[O:4][CH2:5][C:6]1([c:8]2[cH:9][cH:10][c:11]([C:14]([CH3:15])([CH3:16])[CH3:17])[cH:12][cH:13]2)[CH2:7][CH:26]1[C:27](=[O:28])[O:29][C:30]([CH3:31])([CH3:32])[CH3:33]. Starting materials: ClC=1C=CC=C2C=C(C(=NC12)C1=C(C=CC=C1)Cl)CN ((8-chloro-2-(2-chlorophenyl)quinolin-3-yl)methanamine), NC1=NC(=C2NC=NC2=N1)Cl (2-amino-6-chloropurine), C(C)(C)N(C(C)C)CC (N,N-diisopropylethylamine). The solvent is C(CCC)O (1-butanol). Reaction conditions: time 8 hour. Product: ClC=1C=CC=C2C=C(C(=NC12)C1=C(C=CC=C1)Cl)CNC1=C2N=CNC2=NC(=N1)N (N6-((8-Chloro-2-(2-chlorophenyl)quinolin-3-yl)methyl)-9H-purine-2,6-diamine). As a reaction SMILES: [Cl:1][C:2]1[CH:3]=[CH:4][CH:5]=[C:6]2[C:11]=1[N:10]=[C:9]([C:12]1[CH:17]=[CH:16][CH:15]=[CH:14][C:13]=1[Cl:18])[C:8]([CH2:19][NH2:20])=[CH:7]2.[NH2:21][C:22]1[N:30]=[C:29]2[C:25]([NH:26][CH:27]=[N:28]2)=[C:24](Cl)[N:23]=1.C(N(CC)C(C)C)(C)C>C(O)CCC>[Cl:1][C:2]1[CH:3]=[CH:4][CH:5]=[C:6]2[C:11]=1[N:10]=[C:9]([C:12]1[CH:17]=[CH:16][CH:15]=[CH:14][C:13]=1[Cl:18])[C:8]([CH2:19][NH:20][C:24]1[N:23]=[C:22]([NH2:21])[N:30]=[C:29]3[C:25]=1[N:26]=[CH:27][NH:28]3)=[CH:7]2. Procedure: A mixture of (8-chloro-2-(2-chlorophenyl)quinolin-3-yl)methanamine (144.8 mg, 0.478 mmol), 2-amino-6-chloropurine (89.1 mg, 0.525 mmol) and N,N-diisopropylethylamine, redestilled, 99.5% (0.166 mL, 0.955 mmol) in 1-butanol, anhydrous, 99.8% (5.24 mL) was heated to reflux and stirred overnight. The reaction was cooled solvents removed and subjected to chromatography, 89:9:1 (DCM/MeOH,NH4OH)gradient, 1H NMR (400 MHz, DMSO-d6) δ ppm 12.08 (1H, br. s.), 8.36 (1H, s), 8.01 (1H, d, J=8.2 Hz), 7.92 (1H,... Reactants: C1(=CC=CC=C1)N1C(NC2=C1C=CC=C2)=O (1-phenyl-2,3-dihydro-benzimidazol-2-one), ClCC1CN(CCO1)CC1=CC=CC=C1 (2-chloromethyl-4-benzyl-morpholine). The product is C(C1=CC=CC=C1)N1CC(OCC1)CN1C(N(C2=C1C=CC=C2)C2=CC=CC=C2)=O (4-Benzyl-2-(1-phenyl-2,3-dihydro-benzimidazol-2-on-3-yl-methyl)-morpholine). Reaction SMILES: [C:1]1([N:7]2[C:11]3[CH:12]=[CH:13][CH:14]=[CH:15][C:10]=3[NH:9][C:8]2=[O:16])[CH:6]=[CH:5][CH:4]=[CH:3][CH:2]=1.Cl[CH2:18][CH:19]1[O:24][CH2:23][CH2:22][N:21]([CH2:25][C:26]2[CH:31]=[CH:30][CH:29]=[CH:28][CH:27]=2)[CH2:20]1>>[CH2:25]([N:21]1[CH2:22][CH2:23][O:24][CH:19]([CH2:18][N:9]2[C:10]3[CH:15]=[CH:14][CH:13]=[CH:12][C:11]=3[N:7]([C:1]3[CH:2]=[CH:3][CH:4]=[CH:5][CH:6]=3)[C:8]2=[O:16])[CH2:20]1)[C:26]1[CH:27]=[CH:28][CH:29]=[CH:30][CH:31]=1. Procedure: The condensation of 0.1 mol of 1-phenyl-2,3-dihydro-benzimidazol-2-one and 0.1 mol of 2-chloromethyl-4-benzyl-morpholine in accordance with the procedure (a) of Example 1 gives, after evaporation of the solvent under reduced pressure, a pale pink solid which melts at about 90° C. and which is used as such for the subsequent operations. Reactants: NC1=C(C=O)C=CC(=C1)N (2,4-diaminobenzaldehyde), CN1CCC(CC1)=O (1-methyl-4-piperidinone), [OH-].[Na+] (sodium hydroxide). Solvent: C(C)O (ethanol). Yields the product CN1CC=2C=C3C(=NC2CC1)C=C(C=C3)N (2-methyl-1,2,3,4-tetrahydrobenzo[b][1,6]naphthyridin-7-amine). The yield is 42.5%. As a reaction SMILES: [NH2:1][C:2]1[CH:9]=[C:8]([NH2:10])[CH:7]=[CH:6][C:3]=1[CH:4]=O.[CH3:11][N:12]1[CH2:17][CH2:16][C:15](=O)[CH2:14][CH2:13]1.[OH-].[Na+]>C(O)C>[CH3:11][N:12]1[CH2:17][CH2:16][C:15]2[N:1]=[C:2]3[CH:9]=[C:8]([NH2:10])[CH:7]=[CH:6][C:3]3=[CH:4][C:14]=2[CH2:13]1 |f:2.3|. Procedure: A solution of 2,4-diaminobenzaldehyde (1.00 g, 7.34 mmol), 1-methyl-4-piperidinone (1.08 ml, 8.81 mmol) and 4N aqueous sodium hydroxide solution (11 ml) in ethanol (70 ml) was stirred at 60° C. for 16 hrs, and the solvent was evaporated under reduced pressure. The residue was dissolved in ethyl acetate, washed with aqueous potassium carbonate solution and saturated brine, and dried over anhydrous sodium sulfate. The obtained crude product was purified by NH-silica gel chromatography (elute solve... Starting materials: C1CCNCC1, Cc1cc(C)c(C=O)[nH]1, CCO, O=C1Cc2ccccc2N1. Yields the product Cc1cc(C)c(C=C2C(=O)Nc3ccccc32)[nH]1. RXN SMILES: [CH2:20]1[CH2:21][CH2:22][NH:23][CH2:24][CH2:25]1.[CH3:11][c:12]1[c:13]([CH:18]=[O:19])[nH:14][c:15]([CH3:17])[cH:16]1.[CH3:26][CH2:27][OH:28].[NH:1]1[C:2](=[O:10])[CH2:3][c:4]2[cH:5][cH:6][cH:7][cH:8][c:9]21>>[NH:1]1[C:2](=[O:10])[C:3](=[CH:18][c:13]2[c:12]([CH3:11])[cH:16][c:15]([CH3:17])[nH:14]2)[c:4]2[cH:5][cH:6][cH:7][cH:8][c:9]21. Reactants: FC(C(=O)O)(F)F.CC=1SC=C(N1)C(=O)N1CCOC2(C1)CCNCC2 ((2-Methylthiazol-4-yl)(1-oxa-4,9-diazaspiro[5.5]undecan-4-yl)methanone trifluoroacetate), [Si](C)(C)(C(C)(C)C)OCCC1=CC=C(S1)C=O (5-(2-(tert-butyldimethylsilyloxy)ethyl)thiophene-2-carbaldehyde), C(C)(=O)O (acetic acid), C(C)(=O)O[BH-](OC(C)=O)OC(C)=O.[Na+] (sodium triacetoxyborohydride), resultant mixture. Solvent: CN1CCCC1=O (NMP). Yields the product [Si](C)(C)(C(C)(C)C)OCCC1=CC=C(S1)CN1CCC2(CN(CCO2)C(=O)C=2N=C(SC2)C)CC1 ((9-((5-(2-(tert-Butyldimethylsilyloxy)ethyl)thiophen-2-yl)methyl)-1-oxa-4,9-diazaspiro[5.5]undecan-4-yl)(2-methylthiazol-4-yl)methanone). RXN SMILES: FC(F)(F)C(O)=O.[CH3:8][C:9]1[S:10][CH:11]=[C:12]([C:14]([N:16]2[CH2:21][C:20]3([CH2:26][CH2:25][NH:24][CH2:23][CH2:22]3)[O:19][CH2:18][CH2:17]2)=[O:15])[N:13]=1.[Si:27]([O:34][CH2:35][CH2:36][C:37]1[S:41][C:40]([CH:42]=O)=[CH:39][CH:38]=1)([C:30]([CH3:33])([CH3:32])[CH3:31])([CH3:29])[CH3:28].C(O)(=O)C.C(O[BH-](OC(=O)C)OC(=O)C)(=O)C.[Na+]>CN1C(=O)CCC1>[Si:27]([O:34][CH2:35][CH2:36][C:37]1[S:41][C:40]([CH2:42][N:24]2[CH2:25][CH2:26][C:20]3([O:19][CH2:18][CH2:17][N:16]([C:14]([C:12]4[N:13]=[C:9]([CH3:8])[S:10][CH:11]=4)=[O:15])[CH2:21]3)[CH2:22][CH2:23]2)=[CH:39][CH:38]=1)([C:30]([CH3:31])([CH3:33])[CH3:32])([CH3:29])[CH3:28] |f:0.1,4.5|. Procedure details: A solution of (2-methylthiazol-4-yl)(1-oxa-4,9-diazaspiro[5.5]undecan-4-yl)methanone trifluoroacetate (example 4, step h) (0.25 g) and 5-(2-(tert-butyldimethylsilyloxy)ethyl)thiophene-2-carbaldehyde (example 14, step a) (0.171 g) in NMP (5 mL) with acetic acid (0.036 mL) was treated with sodium triacetoxyborohydride (0.201 g) and the resultant mixture stirred at 20° C. for 18 hours. The mixture was partitioned between ethyl acetate and saturated sodium bicarbonate solution, the organic layer was...